Dataset: the Open Reaction Database (ORD), a public repository of structured organic reaction records. Task: describe an organic reaction: reactants, conditions, products, and yield Starting materials: COc1cccc2c1C1CCN(Cc3ccccc3)CC1C2, CO, Cl. The product is Cl, COc1cccc2c1C1CCNCC1C2. Reaction SMILES: [CH2:2]([c:3]1[cH:4][cH:5][cH:6][cH:7][cH:8]1)[N:9]1[CH2:10][CH:11]2[CH:12]([CH2:13][CH2:14]1)[c:15]1[c:16]([O:22][CH3:23])[cH:17][cH:18][cH:19][c:20]1[CH2:21]2.[CH3:24][OH:25].[ClH:1]>>[ClH:1].[NH:9]1[CH2:10][CH:11]2[CH:12]([CH2:13][CH2:14]1)[c:15]1[c:16]([O:22][CH3:23])[cH:17][cH:18][cH:19][c:20]1[CH2:21]2. Reactants: CCCC[N+](CCCC)(CCCC)CCCC, ClCCl, [O-]Cl, COc1cccc(C(O)C(F)(F)F)c1, [Na+], O, O=S(=O)([O-])O. The product is COc1cccc(C(=O)C(F)(F)F)c1. Reaction SMILES: [CH2:24]([N+:25]([CH2:26][CH2:27][CH2:28][CH3:29])([CH2:30][CH2:31][CH2:32][CH3:33])[CH2:34][CH2:35][CH2:36][CH3:37])[CH2:38][CH2:39][CH3:40].[CH2:41]([Cl:42])[Cl:43].[Cl:15][O-:16].[F:1][C:2]([CH:3]([OH:4])[c:5]1[cH:6][c:7]([O:11][CH3:12])[cH:8][cH:9][cH:10]1)([F:13])[F:14].[Na+:17].[OH2:18].[S:19]([O-:20])([OH:21])(=[O:22])=[O:23]>>[F:1][C:2]([C:3](=[O:4])[c:5]1[cH:6][c:7]([O:11][CH3:12])[cH:8][cH:9][cH:10]1)([F:13])[F:14]. The reactants are C(C1=CC=CC=C1)(=O)Cl (benzoylchloride), N[C@@H]1CN([C@@H]2CC3=CNC4=CC=CC([C@H]2C1)=C34)CCC (8α-amino-6-n-propylergoline). The solvent is C(Cl)Cl (CH2Cl2), C(Cl)Cl (CH2Cl2), C(C)N(CC)CC (triethylamine). Reaction conditions: temperature 20 celsius, time 17.5 hour. Yields the product C(C1=CC=CC=C1)(=O)N[C@@H]1CN([C@@H]2CC3=CNC4=CC=CC([C@H]2C1)=C34)CCC (8α-benzoylamino-6-n-propylergoline). Reaction SMILES: [C:1](Cl)(=[O:8])[C:2]1[CH:7]=[CH:6][CH:5]=[CH:4][CH:3]=1.[NH2:10][C@H:11]1[CH2:25][C@H:24]2[C@@H:14]([CH2:15][C:16]3[C:26]4[C:19](=[CH:20][CH:21]=[CH:22][C:23]2=4)[NH:18][CH:17]=3)[N:13]([CH2:27][CH2:28][CH3:29])[CH2:12]1>C(Cl)Cl.C(N(CC)CC)C>[C:1]([NH:10][C@H:11]1[CH2:25][C@H:24]2[C@@H:14]([CH2:15][C:16]3[C:26]4[C:19](=[CH:20][CH:21]=[CH:22][C:23]2=4)[NH:18][CH:17]=3)[N:13]([CH2:27][CH2:28][CH3:29])[CH2:12]1)(=[O:8])[C:2]1[CH:7]=[CH:6][CH:5]=[CH:4][CH:3]=1. Procedure details: 1.4 ml benzoylchloride in 5 ml CH2Cl2 are added drop-wise with stirring at 5°-10° C. to a suspension of 3.0 g 8α-amino-6-n-propylergoline in 100 ml CH2Cl2 and 2.0 ml triethylamine. The obtained reaction mixture is stirred for 15 to 20 hours at 20° C. and then washed thoroughly 2× with 25 ml 2N NaOH and H2O. The organic phase is dried over MgSO4, filtered and evaporated. The residue (pale brown foam) is dissolved in ethanol, and crystallised as the hydrobromide by addition of equivalent amounts o... As a reaction SMILES: [C:1](#N)C.CO.S([O:11][CH3:12])(OC)(=O)=O.O[C:14]1[C:23]2[C:18](=[C:19]([OH:24])[CH:20]=[CH:21][CH:22]=2)[CH:17]=[CH:16][CH:15]=1>[OH-].[Na+].C(Cl)(Cl)Cl.CN(C)C=O>[CH3:1][O:24][C:19]1[C:18]2[C:23](=[C:14]([O:11][CH3:12])[CH:15]=[CH:16][CH:17]=2)[CH:22]=[CH:21][CH:20]=1 |f:4.5|. The solvent is [OH-].[Na+] (sodium hydroxide), CN(C=O)C (N, N-dimethylformamide), C(Cl)(Cl)Cl (chloroform), [OH-].[Na+] (sodium hydroxide). Conditions: time 2 hour. The product is COC1=CC=CC2=C(C=CC=C12)OC (1,5-dimethoxynaphthalene). Procedure: 1,4,5,8-tetramethoxynaphthalene (3) is synthesized from 1,5-dihydroxynaphthalene (2) as a starting material through a known three-phase reaction, and then 1,4,5,8-tetramethoxynaphthalene (3) is demethylated to produce 5,8-dimethoxy-1,4-naphtoquinone(4) as a synthesis intermediate. A detailed synthesis method is disclosed in cited references presented in the reaction schemes above, and a solvent used herein may be a solvent that does not adversely affect the reaction, and examples of such a solve... The reactants are C(C)#N (acetonitrile), OC1=CC=CC2=C(C=CC=C12)O (1,5-dihydroxynaphthalene), CO (methanol), S(=O)(=O)(OC)OC (dimethyl sulfate). Reactants: BrC(CCC)C1=C(C=C(C=C1)Cl)Cl (1-bromo-1-(2,4-dichlorophenyl)-butane), [I-].[K+] (potassium iodide), [K] (potassium), ON1N=CN=C1 (1-hydroxy-1,2,4-triazole). The solvent is CN(C=O)C (dimethylformamide), CN(C=O)C (dimethylformamide). Yields the product ClC1=C(C=CC(=C1)Cl)C(CCC)ON1N=CN=C1 (1-(2,4-Dichlorophenyl)-1-(1,2,4-triazol-1-yloxy)-butane). RXN SMILES: [K].[OH:2][N:3]1[CH:7]=[N:6][CH:5]=[N:4]1.Br[CH:9]([C:13]1[CH:18]=[CH:17][C:16]([Cl:19])=[CH:15][C:14]=1[Cl:20])[CH2:10][CH2:11][CH3:12].[I-].[K+]>CN(C)C=O>[Cl:20][C:14]1[CH:15]=[C:16]([Cl:19])[CH:17]=[CH:18][C:13]=1[CH:9]([O:2][N:3]1[CH:7]=[N:6][CH:5]=[N:4]1)[CH2:10][CH2:11][CH3:12] |f:3.4,^1:0|. Reported procedure: 1.2 g (10 mmol) of the potassium salt of 1-hydroxy-1,2,4-triazole were dissolved in 100 ml of dimethylformamide and the solution was added at room temperature to a solution of 4.0 g (10 mmol) of 1-bromo-1-(2,4-dichlorophenyl)-butane in 50 ml of dimethylformamide. 0.1 g of potassium iodide was added to the mixture, which was refluxed for 10 minutes. Thereafter, the solvent was removed under reduced pressure, the residue was taken up in ether and the solution was washed three times with water. Aft... Reactants: CC(C)(C)OC(=O)Nc1cc(C(F)(F)F)c(Cl)cc1NC(=O)CC(=O)c1cccc(-c2cccnc2)c1, ClCCl, O=C(O)C(F)(F)F. Product: O=C1CC(c2cccc(-c3cccnc3)c2)=Nc2cc(C(F)(F)F)c(Cl)cc2N1. As a reaction SMILES: [C:1]([O:2][C:3](=[O:4])[NH:7][c:8]1[c:9]([NH:19][C:20]([CH2:21][C:22](=[O:5])[c:23]2[cH:24][c:25](-[c:29]3[cH:30][n:31][cH:32][cH:33][cH:34]3)[cH:26][cH:27][cH:28]2)=[O:36])[cH:10][c:11]([Cl:18])[c:12]([C:14]([F:15])([F:16])[F:17])[cH:13]1)([CH3:6])([CH3:35])[CH3:37].[Cl:45][CH2:46][Cl:47].[F:38][C:39]([F:40])([F:41])[C:42]([OH:43])=[O:44]>>[N:7]1=[C:22]([c:23]2[cH:24][c:25](-[c:29]3[cH:30][n:31][cH:32][cH:33][cH:34]3)[cH:26][cH:27][cH:28]2)[CH2:21][C:20](=[O:36])[NH:19][c:9]2[c:8]1[cH:13][c:12]([C:14]([F:15])([F:16])[F:17])[c:11]([Cl:18])[cH:10]2.